Task: describe an organic reaction: reactants, conditions, products, and yield. Dataset: the Open Reaction Database (ORD), a public repository of structured organic reaction records Starting materials: Br[Mg]c1ccccc1, Br, CCCCCCC, CCOCC, O=S(c1ccccc1)c1ccccc1, c1ccccc1. The product is [Br-], c1ccc([S+](c2ccccc2)c2ccccc2)cc1. RXN SMILES: [Br:1][Mg:2][c:3]1[cH:4][cH:5][cH:6][cH:7][cH:8]1.[BrH:28].[CH3:35][CH2:36][CH2:37][CH2:38][CH2:39][CH2:40][CH3:41].[CH3:9][CH2:10][O:11][CH2:12][CH3:13].[c:14]1([S:20](=[O:21])[c:22]2[cH:23][cH:24][cH:25][cH:26][cH:27]2)[cH:15][cH:16][cH:17][cH:18][cH:19]1.[cH:29]1[cH:30][cH:31][cH:32][cH:33][cH:34]1>>[Br-:1].[c:3]1([S+:20]([c:14]2[cH:15][cH:16][cH:17][cH:18][cH:19]2)[c:22]2[cH:23][cH:24][cH:25][cH:26][cH:27]2)[cH:4][cH:5][cH:6][cH:7][cH:8]1. Reactants: FC1=CC=C(C(=O)O)C=C1 (p-fluorobenzoic acid). The solvent is cupric oxide, C1(=CC=CC=C1)OC1=CC=CC=C1 (diphenyl ether), O=O (oxygen), O=O (oxygen). Conditions: temperature 240 celsius. Yields the product FC1=CC=C(C(=O)OC2=CC(=CC=C2)F)C=C1 (m-fluorophenyl p-flurobenzoate), FC1=CC=C(C(=O)O)C=C1 (p-fluorobenzoic acid). As a reaction SMILES: [F:1][C:2]1[CH:10]=[CH:9][C:5]([C:6]([OH:8])=[O:7])=[CH:4][CH:3]=1>C1(OC2C=CC=CC=2)C=CC=CC=1.O=O>[F:1][C:2]1[CH:10]=[CH:9][C:5]([C:6]([O:8][C:4]2[CH:5]=[CH:9][CH:10]=[C:2]([F:1])[CH:3]=2)=[O:7])=[CH:4][CH:3]=1.[F:1][C:2]1[CH:10]=[CH:9][C:5]([C:6]([OH:8])=[O:7])=[CH:4][CH:3]=1. Procedure details: A 25-ml 2-necked Kjeldahl flask fitted with an air-cooling line and an oxygen introducing line was charged with 2.1 g of p-fluorobenzoic acid, 1.99 g of cupric oxide, and 2 ml of diphenyl ether as solvent, after which it was heated at 240° C. over an oil bath while blowing in oxygen at a rate of 30 ml per minute for 90 minutes. After cooling, the experiment was carried out as in Example 1 to recover 0.121 g of p-fluorobenzoic acid from the filtration residue. And from the filtrate there were obt... Starting materials: Cl (HCl), N2H4.H2O, ClC1=CC(=C(C=O)C=C1Cl)[N+](=O)[O-] (4,5-dichloro-2-nitrobenzaldehyde), C(CC(=O)O)(=O)O (malonic acid), C(=O)[O-].[NH4+] (ammonium formate). The reagents and catalysts are [Ni] (Ni). The solvent is [OH-].[Na+] (NaOH), C(=O)O (formic acid). Reaction conditions: temperature 65 celsius, time 1 hour. Yields the product ClC=1C=C2C(=NNC2=CC1Cl)CC(=O)O (2-(5,6-Dichloro-1H-indazol-3-yl)acetic acid). Yield: 20.4%. Reaction SMILES: [Cl:1][C:2]1[C:9]([Cl:10])=[CH:8][C:5]([CH:6]=O)=[C:4]([N+:11]([O-])=O)[CH:3]=1.[C:14]([OH:20])(=[O:19])[CH2:15]C(O)=O.C([O-])=O.[NH4+:24].Cl>C(O)=O.[OH-].[Na+].[Ni]>[Cl:10][C:9]1[CH:8]=[C:5]2[C:4](=[CH:3][C:2]=1[Cl:1])[NH:11][N:24]=[C:6]2[CH2:15][C:14]([OH:20])=[O:19] |f:2.3,6.7|. Procedure: To a stirred mixture of 4,5-dichloro-2-nitrobenzaldehyde (1.1 g, 5.00 mmol) and malonic acid (676 mg, 6.5 mmol) in formic acid (3 mL) at 40° C., ammonium formate (768 mg, 12.5 mmol) was added. The resulting mixture was stirred at 65° C. for 1 h and then at 95° C. for 4 h. To this mixture, conc. HCl (2.5 mL) was added and then stirred at 95° C. for 1 h. The mixture was allowed to cool to room temperature, quenched with water (5 mL) and extracted with isobutyl ketone. The aqueous layer was adjuste... RXN SMILES: [NH2:1][C:2]1[S:3][C:4]2[CH:10]=[C:9]([C:11]([O:13]CC)=[O:12])[CH:8]=[CH:7][C:5]=2[N:6]=1.[ClH:16]>>[ClH:16].[NH2:1][C:2]1[S:3][C:4]2[CH:10]=[C:9]([C:11]([OH:13])=[O:12])[CH:8]=[CH:7][C:5]=2[N:6]=1 |f:2.3|. The reactants are NC=1SC2=C(N1)C=CC(=C2)C(=O)OCC (ethyl 2-aminobenzothiazole-6-carboxylate), Cl (hydrochloric acid). Product: Cl.NC=1SC2=C(N1)C=CC(=C2)C(=O)O (2-Aminobenzothiazole-6-carboxylic acid hydrochloride). Procedure: 500 mg of ethyl 2-aminobenzothiazole-6-carboxylate (Maybridge Co., UK) was stirred in 20 ml of 4 M hydrochloric acid at 80° C. for 5 hours. The solvent was evaporated, and the residue was washed with a solvent mixture of ethyl acetate/hexane to obtain the title compound. Starting materials: COCCNS(=O)(=O)C=1C=C(C(=O)O)C=CC1 (3-[(2-methoxyethyl)aminosulfonyl]benzoic acid), Cl (hydrochloric acid), CO (methanol). Run in O1CCCC1 (tetrahydrofuran), O1CCCC1 (tetrahydrofuran). Reaction conditions: time 30 minute. Product: COCCNS(=O)(=O)C=1C=C(CO)C=CC1 (3-[(2-methoxyethyl)aminosulfonyl]benzyl alcohol). The yield is 79.3%. As a reaction SMILES: [CH3:1][O:2][CH2:3][CH2:4][NH:5][S:6]([C:9]1[CH:10]=[C:11]([CH:15]=[CH:16][CH:17]=1)[C:12](O)=[O:13])(=[O:8])=[O:7].CO.Cl>O1CCCC1>[CH3:1][O:2][CH2:3][CH2:4][NH:5][S:6]([C:9]1[CH:10]=[C:11]([CH:15]=[CH:16][CH:17]=1)[CH2:12][OH:13])(=[O:8])=[O:7]. Procedure details: To a solution of 4.0 g of 3-[(2-methoxyethyl)aminosulfonyl]benzoic acid in 200 ml of tetrahydrofuran was added dropwise a solution of 1.07 M borane-tetrahydrofuran complex in 43.5 ml of tetrahydrofuran under ice-cooling, and this was stirred for 30 minutes, and stirred at room temperature overnight. After 40 ml of methanol was added dropwise under ice-cooling, 100 ml of 2 N hydrochloric acid was added dropwise. After warmed to room temperature, the solvent was distilled off under reduced pressur... Product: O=C(NCc1ccccc1)C(CO[N+](=O)[O-])(CO[N+](=O)[O-])CO[N+](=O)[O-]. RXN SMILES: [CH:31]([Cl:32])([Cl:33])[Cl:34].[Cl-:29].[N+:1](=[O:2])([O-:3])[O:4][CH2:5][C:6]([C:7](=[O:8])[O:9][CH3:10])([CH2:11][O:12][N+:13](=[O:14])[O-:15])[CH2:16][O:17][N+:18](=[O:19])[O-:20].[NH2:21][CH2:22][c:23]1[cH:24][cH:25][cH:26][cH:27][cH:28]1.[NH4+:30]>>[N+:1](=[O:2])([O-:3])[O:4][CH2:5][C:6]([C:7](=[O:8])[NH:21][CH2:22][c:23]1[cH:24][cH:25][cH:26][cH:27][cH:28]1)([CH2:11][O:12][N+:13](=[O:14])[O-:15])[CH2:16][O:17][N+:18](=[O:19])[O-:20]. Starting materials: ClC(Cl)Cl, [Cl-], COC(=O)C(CO[N+](=O)[O-])(CO[N+](=O)[O-])CO[N+](=O)[O-], NCc1ccccc1, [NH4+]. Starting materials: Cc1cc(C)cc(-c2nnc(C(N)=O)o2)c1, O, O=P(Cl)(Cl)Cl, c1ccncc1. Yields the product Cc1cc(C)cc(-c2nnc(C#N)o2)c1. RXN SMILES: [C:6]([NH2:7])(=[O:8])[c:9]1[o:10][c:11](-[c:14]2[cH:15][c:16]([CH3:21])[cH:17][c:18]([CH3:20])[cH:19]2)[n:12][n:13]1.[OH2:22].[P:1]([Cl:2])([Cl:3])([Cl:4])=[O:5].[cH:23]1[cH:24][cH:25][n:26][cH:27][cH:28]1>>[C:6](#[N:7])[c:9]1[o:10][c:11](-[c:14]2[cH:15][c:16]([CH3:21])[cH:17][c:18]([CH3:20])[cH:19]2)[n:12][n:13]1.